This data is from the Open Reaction Database (ORD), a public repository of structured organic reaction records. The task is: describe an organic reaction: reactants, conditions, products, and yield The yield is 905.1%. Procedure: The compound (1.5 g, 3.83 mmol) prepared in Example 26 was dissolved in tetrahydrofuran (100 ml) and methanol (50 ml). Lithium hydroxide monohydrate (640 mg, 15.3 mmol) was dissolved in water (50 ml) and added to the reaction solution, which was then stirred for 4 h at room temperature. After completion of the reaction, the reaction solution was distilled under reduced pressure to remove tetrahydrofuran and methanol. 1N hydrochloric acid solution was added to the residue, and the mixture was ext... Reaction SMILES: C[O:2][C:3](=[O:26])[CH2:4][C@@H:5]1[CH2:9][S:8][C:7]([C:10]2[NH:11][C:12]3[C:17]([CH:18]=2)=[CH:16][C:15]([Cl:19])=[CH:14][C:13]=3[NH:20][CH:21]2[CH2:25][CH2:24][CH2:23][CH2:22]2)=[N:6]1.O.[OH-].[Li+]>O1CCCC1.CO.O>[Cl:19][C:15]1[CH:16]=[C:17]2[C:12](=[C:13]([NH:20][CH:21]3[CH2:22][CH2:23][CH2:24][CH2:25]3)[CH:14]=1)[NH:11][C:10]([C:7]1[S:8][CH2:9][C@@H:5]([CH2:4][C:3]([OH:26])=[O:2])[N:6]=1)=[CH:18]2 |f:1.2.3|. Solvent: O1CCCC1 (tetrahydrofuran), O (water), CO (methanol). Starting materials: COC(C[C@H]1N=C(SC1)C=1NC2=C(C=C(C=C2C1)Cl)NC1CCCC1)=O ([(R)-2-(5-chloro-7-cyclopentylamino-1H-indol-2-yl)-4,5-dihydro-thiazol-4-yl]acetic acid methyl ester), O.[OH-].[Li+] (Lithium hydroxide monohydrate). The product is ClC=1C=C2C=C(NC2=C(C1)NC1CCCC1)C=1SC[C@H](N1)CC(=O)O ([(R)-2-(5-chloro-7-cyclopentylamino-1H-indol-2-yl)-4,5-dihydro-thiazol-4-yl]acetic acid). Conditions: time 4 hour. The reactants are ClC1=C(OC2=CC(N(C2)[C@H](C(=O)O)CC2CCCC2)=O)C=CC=C1OC ((S)-2-[4-(2-chloro-3-methoxy-phenoxy)-2-oxo-2,5-dihydro-pyrrol-1-yl]-3-cyclopentyl-propionic acid), CN(CCCN=C=NCC)C (1-(3-dimethylaminopropyl)-3-ethylcarbodiimide), ON1N=NC2=C1C=CC=C2 (1-hydroxybenzotriazole), NC1=NN(C=C1)CC(C)(O)C (1-(3-amino-pyrazol-1-yl)-2-methyl-propan-2-ol). The solvent is ClCCl (dichloromethane), ClCCl (dichloromethane). Conditions: temperature 25 celsius, time 2 hour. Product: ClC1=C(OC2=CC(N(C2)[C@H](C(=O)NC2=NN(C=C2)CC(C)(C)O)CC2CCCC2)=O)C=CC=C1OC ((S)-2-[4-(2-chloro-3-methoxy-phenoxy)-2-oxo-2,5-dihydro-pyrrol-1-yl]-3-cyclopentyl-N-[1-(2-hydroxy-2-methyl-propyl)-1H-pyrazol-3-yl]-propionamide). Yield: 53.6%. RXN SMILES: [Cl:1][C:2]1[C:24]([O:25][CH3:26])=[CH:23][CH:22]=[CH:21][C:3]=1[O:4][C:5]1[CH2:9][N:8]([C@@H:10]([CH2:14][CH:15]2[CH2:19][CH2:18][CH2:17][CH2:16]2)[C:11]([OH:13])=O)[C:7](=[O:20])[CH:6]=1.CN(C)CCCN=C=NCC.ON1C2C=CC=CC=2N=N1.[NH2:48][C:49]1[CH:53]=[CH:52][N:51]([CH2:54][C:55]([CH3:58])([OH:57])[CH3:56])[N:50]=1>ClCCl>[Cl:1][C:2]1[C:24]([O:25][CH3:26])=[CH:23][CH:22]=[CH:21][C:3]=1[O:4][C:5]1[CH2:9][N:8]([C@@H:10]([CH2:14][CH:15]2[CH2:19][CH2:18][CH2:17][CH2:16]2)[C:11]([NH:48][C:49]2[CH:53]=[CH:52][N:51]([CH2:54][C:55]([OH:57])([CH3:56])[CH3:58])[N:50]=2)=[O:13])[C:7](=[O:20])[CH:6]=1. Procedure details: A solution of (S)-2-[4-(2-chloro-3-methoxy-phenoxy)-2-oxo-2,5-dihydro-pyrrol-1-yl]-3-cyclopentyl-propionic acid (200 mg, 0.53 mmol) in dichloromethane (10 mL) was treated with 1-(3-dimethylaminopropyl)-3-ethylcarbodiimide (90 mg, 0.58 mmol) and 1-hydroxybenzotriazole (75 mg, 0.55 mmol). The reaction mixture was stirred at 25° C. for 2 h followed by the addition of 1-(3-amino-pyrazol-1-yl)-2-methyl-propan-2-ol (prepared in U.S. Pat. Appl. US2008021032 Example 80, 94 mg, 0.61 mmol). The reaction m... The reactants are C(C1=CC=CC=C1)N1CCC(CC1)NC(CO)CO (1-benzyl-4-(1,3-dihydroxyprop-2-ylamino)-piperidine), [H][H] (hydrogen). Reagents/catalysts: [Pd] (palladium/charcoal). The solvent is CO (methanol). The product is OCC(CO)NC1CCNCC1 (4-(1,3-dihydroxyprop-2-ylamino)-piperidine). Isolated yield 99.8%. Reaction SMILES: C([N:8]1[CH2:13][CH2:12][CH:11]([NH:14][CH:15]([CH2:18][OH:19])[CH2:16][OH:17])[CH2:10][CH2:9]1)C1C=CC=CC=1.[H][H]>CO.[Pd]>[OH:19][CH2:18][CH:15]([NH:14][CH:11]1[CH2:10][CH2:9][NH:8][CH2:13][CH2:12]1)[CH2:16][OH:17]. Reported procedure: 34.5 g of 1-benzyl-4-(1,3-dihydroxyprop-2-ylamino)-piperidine are dissolved in 400 ml of methanol, combined with 3.4 g of 20% palladium/charcoal and hydrogenated with hydrogen at 24-28° C. at 2.2 bar. Then the catalyst is filtered off and the solvent is eliminated in vacuo. 22.7 g of 4-(1,3-dihydroxyprop-2-ylamino)-piperidine are obtained as an oil which is used without further purification for the next reaction. Starting materials: C1CCOC1, [H][H], O=C1CCC(N2C(=O)c3csc([N+](=O)[O-])c3C2=O)C(=O)N1. Yields the product Nc1scc2c1C(=O)N(C1CCC(=O)NC1=O)C2=O. RXN SMILES: [CH2:24]1[O:25][CH2:26][CH2:27][CH2:28]1.[H:22][H:23].[N+:1]([O-:2])(=[O:3])[c:4]1[s:5][cH:6][c:7]2[c:8]1[C:9](=[O:21])[N:10]([CH:13]1[C:14](=[O:20])[NH:15][C:16](=[O:19])[CH2:17][CH2:18]1)[C:11]2=[O:12]>>[NH2:1][c:4]1[s:5][cH:6][c:7]2[c:8]1[C:9](=[O:21])[N:10]([CH:13]1[C:14](=[O:20])[NH:15][C:16](=[O:19])[CH2:17][CH2:18]1)[C:11]2=[O:12].